From a dataset of the Open Reaction Database (ORD), a public repository of structured organic reaction records. describe an organic reaction: reactants, conditions, products, and yield Reported procedure: A 100-ml 4-neck flask was charged with 3.74 g of NaH (containing 50% of oil) and 50 ml of N,N-dimethylformamide, and a solution of 15.46 g of hydroquinone monobenzyl ether in 30 ml of N,N-dimethylformamide was added under a nitrogen current over a period of 20 minutes in an ice water bath. After 20 minutes, 16 g of optically active 1-bromo-6-methyloctane was added over a period of 45 minutes, and reaction was carried out at room temperature for 6 hours. The reaction mixture was extracted with et... Starting materials: [H-].[Na+] (NaH), C=1(O)C(=CC(O)=CC1)C1=CC=CC=C1COCC1=CC=CC=C1C=1C(O)=CC=C(C1)O (hydroquinone monobenzyl ether), BrCCCCCC(CC)C (1-bromo-6-methyloctane). Conditions: time 20 minute. Solvent: CN(C=O)C (N,N-dimethylformamide), CN(C=O)C (N,N-dimethylformamide). RXN SMILES: [H-].[Na+].C1(C([C:11]2[C:16]([CH2:17][O:18][CH2:19][C:20]3[C:25]([C:26]4C(=CC=[C:31]([OH:33])[CH:32]=4)O)=CC=CC=3)=[CH:15][CH:14]=[CH:13][CH:12]=2)=CC(=CC=1)O)O.Br[CH2:35][CH2:36][CH2:37][CH2:38][CH2:39][CH:40]([CH3:43])[CH2:41][CH3:42]>CN(C)C=O>[CH3:43][CH:40]([CH2:41][CH3:42])[CH2:39][CH2:38][CH2:37][CH2:36][CH2:35][O:33][C:31]1[CH:32]=[CH:26][CH:25]=[CH:20][C:19]=1[O:18][CH2:17][C:16]1[CH:11]=[CH:12][CH:13]=[CH:14][CH:15]=1 |f:0.1|. The product is CC(CCCCCOC1=C(C=CC=C1)OCC1=CC=CC=C1)CC (benzyloxyphenyl 6-methyloctyl ether).